Dataset: the Open Reaction Database (ORD), a public repository of structured organic reaction records. Task: describe an organic reaction: reactants, conditions, products, and yield RXN SMILES: [C:1]([C:3]1[CH:15]=[C:14]2[C:6]([C:7]3[C:8](=[O:30])[C:9]4[CH:21]=[CH:20][C:19](OS(C(F)(F)F)(=O)=O)=[CH:18][C:10]=4[C:11]([CH3:17])([CH3:16])[C:12]=3[NH:13]2)=[CH:5][CH:4]=1)#[N:2].[NH:31]1[CH2:36][CH2:35][CH:34]([N:37]2[CH2:42][CH2:41][O:40][CH2:39][CH2:38]2)[CH2:33][CH2:32]1>>[CH3:16][C:11]1([CH3:17])[C:12]2[NH:13][C:14]3[C:6](=[CH:5][CH:4]=[C:3]([C:1]#[N:2])[CH:15]=3)[C:7]=2[C:8](=[O:30])[C:9]2[CH:21]=[CH:20][C:19]([N:31]3[CH2:36][CH2:35][CH:34]([N:37]4[CH2:42][CH2:41][O:40][CH2:39][CH2:38]4)[CH2:33][CH2:32]3)=[CH:18][C:10]1=2. Procedure details: Under the same conditions as the method for synthesizing Compound B2-1, the title compound was prepared from Compound B1 and 4-piperidin-4-yl morpholine. Product: CC1(C2=C(C(C=3C4=CC=C(C=C4NC13)C#N)=O)C=CC(=C2)N2CCC(CC2)N2CCOCC2)C (6,6-Dimethyl-8-(4-morpholin-4-yl-piperidin-1-yl)-11-oxo-6,11-dihydro-5H-benzo[b]carbazole-3-carbonitrile). Reactants: C(#N)C1=CC=C2C=3C(C4=C(C(C3NC2=C1)(C)C)C=C(C=C4)OS(=O)(=O)C(F)(F)F)=O (Trifluoro-methanesulfonic acid 3-cyano-6,6-dimethyl-11-oxo-6,11-dihydro-5H-benzo[b]carbazol-8-yl ester), N1CCC(CC1)N1CCOCC1 (4-piperidin-4-yl morpholine). Reactants: COc1ccc(N2CCOCC2)c2sc(NC(=O)c3ccnc(Br)c3)nc12, CC(C)O, [H-], [Na+], C1COCCO1, CN(C)C=O. The product is COc1ccc(N2CCOCC2)c2sc(NC(=O)c3ccnc(OC(C)C)c3)nc12. As a reaction SMILES: [Br:1][c:2]1[cH:3][c:4]([C:5](=[O:6])[NH:7][c:8]2[s:9][c:10]3[c:11]([n:12]2)[c:13]([O:23][CH3:24])[cH:14][cH:15][c:16]3[N:17]2[CH2:18][CH2:19][O:20][CH2:21][CH2:22]2)[cH:25][cH:26][n:27]1.[CH:30]([CH3:31])([CH3:32])[OH:33].[H-:28].[Na+:29].[O:34]1[CH2:35][CH2:36][O:37][CH2:38][CH2:39]1.[O:40]=[CH:41][N:42]([CH3:43])[CH3:44]>>[c:2]1([O:33][CH:30]([CH3:31])[CH3:32])[cH:3][c:4]([C:5](=[O:6])[NH:7][c:8]2[s:9][c:10]3[c:11]([n:12]2)[c:13]([O:23][CH3:24])[cH:14][cH:15][c:16]3[N:17]2[CH2:18][CH2:19][O:20][CH2:21][CH2:22]2)[cH:25][cH:26][n:27]1. The reactants are NN1C(C2=CC=CC=C2C(=N1)N1CCOCC1)=O (2-amino-4-morpholinophthalazin-1(2H)-one), [N+](=O)([O-])C1=CC=C(C=C1)CC(=O)O (2-(4-nitrophenyl)acetic acid). The product is N1(CCOCC1)C1=NN(C(C2=CC=CC=C12)=O)NC(CC1=CC=C(C=C1)[N+](=O)[O-])=O (N-[4-(morpholin-4-yl)-1-oxophthalazin-2(1H)-yl]-2-(4-nitrophenyl)acetamide). As a reaction SMILES: [NH2:1][N:2]1[N:11]=[C:10]([N:12]2[CH2:17][CH2:16][O:15][CH2:14][CH2:13]2)[C:9]2[C:4](=[CH:5][CH:6]=[CH:7][CH:8]=2)[C:3]1=[O:18].[N+:19]([C:22]1[CH:27]=[CH:26][C:25]([CH2:28][C:29](O)=[O:30])=[CH:24][CH:23]=1)([O-:21])=[O:20]>>[N:12]1([C:10]2[C:9]3[C:4](=[CH:5][CH:6]=[CH:7][CH:8]=3)[C:3](=[O:18])[N:2]([NH:1][C:29](=[O:30])[CH2:28][C:25]3[CH:24]=[CH:23][C:22]([N+:19]([O-:21])=[O:20])=[CH:27][CH:26]=3)[N:11]=2)[CH2:17][CH2:16][O:15][CH2:14][CH2:13]1. Procedure: The product of Example 1B and 2-(4-nitrophenyl)acetic acid were treated using a method similar to that described in Example 111 to give the title compound. 1H NMR (500 MHz, DMSO-d6/D2O) δ 8.30 (d, J=7.4, 1H), 8.27-8.21 (m, 2H), 8.04 (d, J=7.8, 1H), 8.02-7.96 (m, 1H), 7.94-7.88 (m, 1H), 7.67 (d, J=8.6, 2H), 3.84-3.81 (m, 4H), 3.70 (s, 2H), 3.11-3.07 (m, 4H); MS (ESI−) M/Z 408 (M−H)−. The product is COc1ccc(CN(c2ncns2)S(=O)(=O)c2ccc(Oc3ccc(Cl)cc3-c3cnn(C(C)(C)C)c3NC(=O)C(F)(F)F)c(C#N)c2)c(OC)c1. Reactants: COc1ccc(CN(c2ncns2)S(=O)(=O)c2ccc(F)c(C#N)c2)c(OC)c1, CC(C)(C)n1ncc(-c2cc(Cl)ccc2O)c1NC(=O)C(F)(F)F, O=C([O-])[O-], CS(C)=O, [K+], [K+]. Reaction SMILES: [C:1](#[N:2])[c:3]1[cH:4][c:5]([S:10](=[O:11])(=[O:12])[N:13]([c:14]2[n:15][cH:16][n:17][s:18]2)[CH2:19][c:20]2[c:21]([O:28][CH3:29])[cH:22][c:23]([O:26][CH3:27])[cH:24][cH:25]2)[cH:6][cH:7][c:8]1[F:9].[C:30]([CH3:31])([CH3:32])([CH3:33])[n:34]1[n:35][cH:36][c:37](-[c:46]2[c:47]([OH:53])[cH:48][cH:49][c:50]([Cl:52])[cH:51]2)[c:38]1[NH:39][C:40]([C:41]([F:42])([F:43])[F:44])=[O:45].[C:54](=[O:55])([O-:56])[O-:57].[CH3:60][S:61](=[O:62])[CH3:63].[K+:58].[K+:59]>>[C:1](#[N:2])[c:3]1[cH:4][c:5]([S:10](=[O:11])(=[O:12])[N:13]([c:14]2[n:15][cH:16][n:17][s:18]2)[CH2:19][c:20]2[c:21]([O:28][CH3:29])[cH:22][c:23]([O:26][CH3:27])[cH:24][cH:25]2)[cH:6][cH:7][c:8]1[O:53][c:47]1[c:46](-[c:37]2[cH:36][n:35][n:34]([C:30]([CH3:31])([CH3:32])[CH3:33])[c:38]2[NH:39][C:40]([C:41]([F:42])([F:43])[F:44])=[O:45])[cH:51][c:50]([Cl:52])[cH:49][cH:48]1.